Dataset: the Open Reaction Database (ORD), a public repository of structured organic reaction records. Task: describe an organic reaction: reactants, conditions, products, and yield Starting materials: CN(CCCO)C (3-dimethylamino-1-propanol), C(C)(=O)OC(C)=O (acetic anhydride). Yields the product C(C)(=O)OCC(C)N(C)C (β-Dimethylaminopropyl acetate). As a reaction SMILES: [CH3:1][N:2]([CH3:7])[CH2:3][CH2:4]CO.[C:8]([O:11][C:12](=O)C)(=[O:10])[CH3:9]>>[C:8]([O:11][CH2:12][CH:3]([N:2]([CH3:1])[CH3:7])[CH3:4])(=[O:10])[CH3:9]. Procedure: 14.4 g of 3-dimethylamino-1-propanol and 14.3 g of acetic anhydride are reacted and worked up as described in Example 7. Yield: 14.9 g (73.1%) of analytically pure product (analysis by gas chromatography) with a boiling point of 53° C./12 torr.